From a dataset of the Open Reaction Database (ORD), a public repository of structured organic reaction records. describe an organic reaction: reactants, conditions, products, and yield Reactants: C1CCOC1, COC(=O)c1cc(S(C)(=O)=O)ccc1OCC(F)(F)C(F)(F)F, Cl, [Li+], [OH-], O, O. The product is CS(=O)(=O)c1ccc(OCC(F)(F)C(F)(F)F)c(C(=O)O)c1. RXN SMILES: [CH2:28]1[O:29][CH2:30][CH2:31][CH2:32]1.[CH3:1][O:2][C:3]([c:4]1[c:5]([O:14][CH2:15][C:16]([C:17]([F:18])([F:19])[F:20])([F:21])[F:22])[cH:6][cH:7][c:8]([S:10](=[O:11])(=[O:12])[CH3:13])[cH:9]1)=[O:23].[ClH:27].[Li+:26].[OH-:25].[OH2:24].[OH2:33]>>[O:2]=[C:3]([c:4]1[c:5]([O:14][CH2:15][C:16]([C:17]([F:18])([F:19])[F:20])([F:21])[F:22])[cH:6][cH:7][c:8]([S:10](=[O:11])(=[O:12])[CH3:13])[cH:9]1)[OH:23].